Dataset: the Open Reaction Database (ORD), a public repository of structured organic reaction records. Task: describe an organic reaction: reactants, conditions, products, and yield The reactants are BrC1=NNC2=CC=CC(=C12)[N+](=O)[O-] (3-bromo-4-nitro-1H-indazole), C([O-])([O-])=O.[K+].[K+] (potassium carbonate), ClCC(=O)OCC (ethyl 2-chloroacetate). Run in O (water), CN(C)C=O (DMF). Conditions: time 10 minute. Product: BrC1=NN(C2=CC=CC(=C12)[N+](=O)[O-])CC(=O)OCC (ethyl 2-(3-bromo-4-nitro-1H-indazol-1-yl)acetate). Yield: 89.3%. Reaction SMILES: [Br:1][C:2]1[C:10]2[C:5](=[CH:6][CH:7]=[CH:8][C:9]=2[N+:11]([O-:13])=[O:12])[NH:4][N:3]=1.C(=O)([O-])[O-].[K+].[K+].Cl[CH2:21][C:22]([O:24][CH2:25][CH3:26])=[O:23]>CN(C=O)C.O>[Br:1][C:2]1[C:10]2[C:5](=[CH:6][CH:7]=[CH:8][C:9]=2[N+:11]([O-:13])=[O:12])[N:4]([CH2:21][C:22]([O:24][CH2:25][CH3:26])=[O:23])[N:3]=1 |f:1.2.3|. Procedure: A solution of 3-bromo-4-nitro-1H-indazole (Preparation B; 1.00 g, 4.13 mmol) in anhydrous DMF (20 mL) was treated at ambient temperature with potassium carbonate (2.28 g, 16.5 mmol). The reaction mixture was stirred at ambient temperature for 10 minutes and ethyl 2-chloroacetate (0.53 g, 4.34 mmol) was added dropwise. Stirring was continued under nitrogen for 16 hours. The reaction mixture was diluted with excess water and extracted multiple times with DCM and EtOAc. The combined extracts were d... Starting materials: NC1=CC=2N=CN=C(C2C=N1)SC (7-amino-4-methylthiopyrido[4,3-d]pyrimidine), COC1=CC(=CC=C1)N (m-anisidine). Conditions: temperature 190 celsius, time 1.5 hour. The product is NC1=CC=2N=CN=C(C2C=N1)NC1=CC(=CC=C1)OC (7-amino-4-(3-methoxyanilino)pyrido[4,3-d]pyrimidine). The yield is 43.1%. As a reaction SMILES: [NH2:1][C:2]1[N:11]=[CH:10][C:9]2[C:8](SC)=[N:7][CH:6]=[N:5][C:4]=2[CH:3]=1.[CH3:14][O:15][C:16]1[CH:21]=[CH:20][CH:19]=[C:18]([NH2:22])[CH:17]=1>>[NH2:1][C:2]1[N:11]=[CH:10][C:9]2[C:8]([NH:22][C:18]3[CH:19]=[CH:20][CH:21]=[C:16]([O:15][CH3:14])[CH:17]=3)=[N:7][CH:6]=[N:5][C:4]=2[CH:3]=1. Procedure: A mixture of 7-amino-4-methylthiopyrido[4,3-d]pyrimidine (226 mg, 1.18 mmol) (described in the previous experimental) and m-anisidine (1.00 mL, 8.90 mmol) is stirred under N2 at 190° C. for 1.5 h. The resulting product is chromatographed over silica gel (5-7% EtOH/EtOAc) to give 7-amino-4-(3-methoxyanilino)pyrido[4,3-d]pyrimidine (136 mg, 43%) as a light brown solid. 1H NMR (DMSO) δ 9.78 (1H, brs), 9.34 (1H, s), 8.40 (1H, s), 7.50 (1H, brs), 7.44 (1H, d, J=8.0 Hz), 7.28 (1H, t, J=8.2 Hz), 6.71 (... Starting materials: ClC1=CC=C2C(=CNC2=C1)C(=O)N1CCN(CC1)C1=C(C=CC=C1)OC ((6-chloro-1H-indol-3-yl)-[4-(2-methoxy-phenyl)-piperazin-1-yl]-methanone), ClCCN (2-chloro-ethylamine). Procedure: Analogous to general procedure II, the alkylation of (6-chloro-1H-indol-3-yl)-[4-(2-methoxy-phenyl)-piperazin-1-yl]-methanone (prepared herein) with (commercially available) 2-chloro-ethylamine gave the title compound. Reaction SMILES: [Cl:1][C:2]1[CH:10]=[C:9]2[C:5]([C:6]([C:11]([N:13]3[CH2:18][CH2:17][N:16]([C:19]4[CH:24]=[CH:23][CH:22]=[CH:21][C:20]=4[O:25][CH3:26])[CH2:15][CH2:14]3)=[O:12])=[CH:7][NH:8]2)=[CH:4][CH:3]=1.Cl[CH2:28][CH2:29][NH2:30]>>[NH2:30][CH2:29][CH2:28][N:8]1[C:9]2[C:5](=[CH:4][CH:3]=[C:2]([Cl:1])[CH:10]=2)[C:6]([C:11]([N:13]2[CH2:18][CH2:17][N:16]([C:19]3[CH:24]=[CH:23][CH:22]=[CH:21][C:20]=3[O:25][CH3:26])[CH2:15][CH2:14]2)=[O:12])=[CH:7]1. Yields the product NCCN1C=C(C2=CC=C(C=C12)Cl)C(=O)N1CCN(CC1)C1=C(C=CC=C1)OC ([1-(2-Amino-ethyl)-6-chloro-1H-indol-3-yl]-[4-(2-methoxy-phenyl)-piperazin-1-yl]-methanone). Starting materials: CCc1cnc(Cl)nc1, CC#N, CCN(C(C)C)C(C)C, OC1CCNCC1. Yields the product CCc1cnc(N2CCC(O)CC2)nc1. As a reaction SMILES: [CH2:17]([CH3:18])[c:19]1[cH:20][n:21][c:22]([Cl:25])[n:23][cH:24]1.[CH3:26][C:27]#[N:28].[CH:8]([N:9]([CH:10]([CH3:11])[CH3:12])[CH2:13][CH3:14])([CH3:15])[CH3:16].[OH:1][CH:2]1[CH2:3][CH2:4][NH:5][CH2:6][CH2:7]1>>[OH:1][CH:2]1[CH2:3][CH2:4][N:5]([c:22]2[n:21][cH:20][c:19]([CH2:17][CH3:18])[cH:24][n:23]2)[CH2:6][CH2:7]1. Procedure details: After adding approximately 3.5 g LiCl bei −78° C. to a solution of 14.092 g (57.64 mmol, 1.0 eq) of the protected proline 103, 138 ml (86.46 mmol, 1.5 eq, 0.625 M) LDA in THF were dropped in over the course of 60 min. The solution was stirred for 30 min at this temperature, and then 15 ml (241.85 mmol, 4.0 eq) HCOOMe was very slowly dropped in over 120 min. The solution was stirred for another 30 min at −78° C., and then brought to a temperature of −40° C. over the course of 1 h. 120 ml of a 10%... Yields the product O=C1[C@]2(N([C@H](O1)C(Cl)(Cl)Cl)CCC2)C=O ((3R,7aR)-1-oxo-3-(trichloromethyl)-hexahydropyrrolo[1,2-c]-oxazol-7a carbaldehyde). Starting materials: [Li+].[Cl-] (LiCl), C(=O)OC (HCOOMe), C(CC(O)(C(=O)O)CC(=O)O)(=O)O (citric acid), ClC([C@H]1OC([C@H]2N1CCC2)=O)(Cl)Cl ((3R,7aS)-3-(trichloromethyl)-tetrahydropyrrolo[1,2-c]oxazol-1(3H)-one), [Li+].CC(C)[N-]C(C)C (LDA). Isolated yield 66.1%. RXN SMILES: [Li+].[Cl-].[Cl:3][C:4]([Cl:15])([Cl:14])[C@@H:5]1[N:9]2[CH2:10][CH2:11][CH2:12][C@H:8]2[C:7](=[O:13])[O:6]1.[Li+].CC([N-]C(C)C)C.[CH:24](OC)=[O:25].C(O)(=O)CC(CC(O)=O)(C(O)=O)O>C1COCC1.O>[O:13]=[C:7]1[O:6][C@H:5]([C:4]([Cl:3])([Cl:14])[Cl:15])[N:9]2[CH2:10][CH2:11][CH2:12][C@@:8]12[CH:24]=[O:25] |f:0.1,3.4|. The solvent is O (water), C1CCOC1 (THF). Run at time 30 minute.